This data is from the Open Reaction Database (ORD), a public repository of structured organic reaction records. The task is: describe an organic reaction: reactants, conditions, products, and yield RXN SMILES: [CH3:1][O:2][C:3](=[O:13])[C:4]1[CH:9]=[C:8]([F:10])[C:7](Cl)=[N:6][C:5]=1[Cl:12].[CH3:14]B1OB(C)OB(C)O1.C(=O)([O-])[O-].[K+].[K+]>O.C1C=CC([P]([Pd]([P](C2C=CC=CC=2)(C2C=CC=CC=2)C2C=CC=CC=2)([P](C2C=CC=CC=2)(C2C=CC=CC=2)C2C=CC=CC=2)[P](C2C=CC=CC=2)(C2C=CC=CC=2)C2C=CC=CC=2)(C2C=CC=CC=2)C2C=CC=CC=2)=CC=1>[CH3:1][O:2][C:3](=[O:13])[C:4]1[CH:9]=[C:8]([F:10])[C:7]([CH3:14])=[N:6][C:5]=1[Cl:12] |f:2.3.4,^1:33,35,54,73|. The reagents and catalysts are C=1C=CC(=CC1)[P](C=2C=CC=CC2)(C=3C=CC=CC3)[Pd]([P](C=4C=CC=CC4)(C=5C=CC=CC5)C=6C=CC=CC6)([P](C=7C=CC=CC7)(C=8C=CC=CC8)C=9C=CC=CC9)[P](C=1C=CC=CC1)(C=1C=CC=CC1)C=1C=CC=CC1 (tetrakis(triphenylphosphine)palladium). Run in O (water). Yields the product COC(C1=C(N=C(C(=C1)F)C)Cl)=O (2-chloro-5-fluoro-6-methyl-nicotinic acid methyl ester). Procedure details: A mixture of 2,6-dichloro-5-fluoro-nicotinic acid methyl ester (1.00 g 4.46 mmol), trimethylboroxin (0.620 mL, 4.40 mmol), tetrakis(triphenylphosphine)palladium (0.500 g, 0.433 mmol) and potassium carbonate (1.50 g, 12.0 mmol) is heated at 110° C. overnight. The mixture is cooled to room temperature, diluted with water, and extracted with EtOAc. The combined organic phase is washed with water followed by brine, then dried over anhydrous sodium sulfate and concentrated under reduced pressure. The... Isolated yield 45.8%. Reaction conditions: temperature 110 celsius. The reactants are COC(C1=C(N=C(C(=C1)F)Cl)Cl)=O (2,6-dichloro-5-fluoro-nicotinic acid methyl ester), CB1OB(OB(O1)C)C (trimethylboroxin), C([O-])([O-])=O.[K+].[K+] (potassium carbonate). The reactants are C(C)OC(C(CBr)=O)=O (3-Bromo-2-oxo-propionic acid ethyl ester), S(=O)(=O)(C1=CC=C(C)C=C1)N1C=CC2=NC(=CN=C21)N (5-tosyl-5H-pyrrolo[3,2-b]pyrazin-2-amine), O1CCOCC1 (1,4-dioxane). Run in CC#N (MeCN). Conditions: time 3 day. Product: S(=O)(=O)(C1=CC=C(C)C=C1)N1C=CC2=C1N=CC=1N2C=C(N1)C(=O)OCC (ethyl 3-tosyl-3H-imidazo[1,2-a]pyrrolo[2,3-e]pyrazine-7-carboxylate). Isolated yield 75.5%. As a reaction SMILES: [CH2:1]([O:3][C:4](=[O:9])[C:5](=O)[CH2:6]Br)[CH3:2].[S:10]([N:20]1[C:28]2[C:23](=[N:24][C:25]([NH2:29])=[CH:26][N:27]=2)[CH:22]=[CH:21]1)([C:13]1[CH:19]=[CH:18][C:16]([CH3:17])=[CH:15][CH:14]=1)(=[O:12])=[O:11].O1CCOCC1>CC#N>[S:10]([N:20]1[C:28]2[N:27]=[CH:26][C:25]3[N:24]([CH:6]=[C:5]([C:4]([O:3][CH2:1][CH3:2])=[O:9])[N:29]=3)[C:23]=2[CH:22]=[CH:21]1)([C:13]1[CH:14]=[CH:15][C:16]([CH3:17])=[CH:18][CH:19]=1)(=[O:11])=[O:12]. Procedure details: 3-Bromo-2-oxo-propionic acid ethyl ester (0.090 mL, 0.72 mmol) was added to a mixture of 5-tosyl-5H-pyrrolo[3,2-b]pyrazin-2-amine (0.180 g, 0.624 mmol, prepared using E from Example #3 Step E and HCl) and 1,4-dioxane (3.5 mL) under nitrogen. After about 3 days, the volatiles were removed under reduced pressure. The residue was slurried in Et2O (5 mL) and then filtered to afford a tan powder. The solid was slurried in MeCN (3.50 mL) under nitrogen. PFPAA (0.40 mL, 2.1 mmol) was added. After about... As a reaction SMILES: CC1(C)CCCC(C)(C)N1.[Li+].CCC[CH2-].[CH:16]([Si:19]([CH:34]([CH3:36])[CH3:35])([CH:31]([CH3:33])[CH3:32])[N:20]1[C:24]2[N:25]=[CH:26][CH:27]=[C:28]([C:29]#[N:30])[C:23]=2[CH:22]=[CH:21]1)([CH3:18])[CH3:17].C(Br)(Br)(Br)[Br:38]>O1CCCC1>[Br:38][C:27]1[CH:26]=[N:25][C:24]2[N:20]([Si:19]([CH:16]([CH3:18])[CH3:17])([CH:31]([CH3:33])[CH3:32])[CH:34]([CH3:36])[CH3:35])[CH:21]=[CH:22][C:23]=2[C:28]=1[C:29]#[N:30] |f:1.2|. Procedure details: 2,2,6,6-Tetramethylpiperidine (380 μL, 2.25 mol) was dissolved in tetrahydrofuran (3 mL) and cooled to 0° C. N-Butyllithium (2.5 M in hexanes, 1.06 mL, 2.66 mmol) was added dropwise and the mixture was stirred at 0° C. for 10 min, then cooled to −78° C. A solution of 1-triisopropylsilanyl-1H-pyrrolo[2,3-b]pyridine-4-carbonitrile (613 mg, 2.04 mmol) in tetrahydrofuran (2 mL) was added at −78° C. and the mixture was stirred at −78° C. for 1 h. A solution of carbontetrabromide (2 g, 6.1 mmol) in te... Conditions: temperature 0 celsius, time 10 minute. The product is BrC1=C(C2=C(N=C1)N(C=C2)[Si](C(C)C)(C(C)C)C(C)C)C#N (5-Bromo-1-triisopropylsilanyl-1H-pyrrolo[2,3-b]pyridine-4-carbonitrile). Run in O1CCCC1 (tetrahydrofuran), O1CCCC1 (tetrahydrofuran), O1CCCC1 (tetrahydrofuran). Starting materials: C(C)(C)[Si](N1C=CC2=C1N=CC=C2C#N)(C(C)C)C(C)C (1-triisopropylsilanyl-1H-pyrrolo[2,3-b]pyridine-4-carbonitrile), C(Br)(Br)(Br)Br (carbontetrabromide), CC1(NC(CCC1)(C)C)C (2,2,6,6-Tetramethylpiperidine), [Li+].CCC[CH2-] (N-Butyllithium). The yield is 20.6%.